This data is from the Open Reaction Database (ORD), a public repository of structured organic reaction records. The task is: describe an organic reaction: reactants, conditions, products, and yield Starting materials: NC1=CC=C2C(=N1)N(C(=N2)C)C (5-amino-2,3-dimethyl-3H-imidazo-[4,5-b]pyridine), C(C)OC=C(C(=O)OCC)C(=O)OCC (2-ethoxy-1,1-bis-(ethoxycarbonyl)ethene). The solvent is C1(=CC=CC=C1)C (toluene). Reaction conditions: temperature 0 celsius. Yields the product C(C)OC(=O)C(=CNC1=CC=C2C(=N1)N(C(=N2)C)C)C(=O)OCC (1,1-bis(ethoxycarbonyl)-2-(2,3-dimethyl-3H-imidazo-[4,5-b]pyrid-5-ylamino)ethene). The yield is 84.3%. RXN SMILES: [NH2:1][C:2]1[N:7]=[C:6]2[N:8]([CH3:12])[C:9]([CH3:11])=[N:10][C:5]2=[CH:4][CH:3]=1.C(O[CH:16]=[C:17]([C:23]([O:25][CH2:26][CH3:27])=[O:24])[C:18]([O:20][CH2:21][CH3:22])=[O:19])C>C1(C)C=CC=CC=1>[CH2:26]([O:25][C:23]([C:17]([C:18]([O:20][CH2:21][CH3:22])=[O:19])=[CH:16][NH:1][C:2]1[N:7]=[C:6]2[N:8]([CH3:12])[C:9]([CH3:11])=[N:10][C:5]2=[CH:4][CH:3]=1)=[O:24])[CH3:27]. Reported procedure: A solution of 5-amino-2,3-dimethyl-3H-imidazo-[4,5-b]pyridine (4.86 g) and 2-ethoxy-1,1-bis-(ethoxycarbonyl)ethene (7.13 g) in toluene (200 ml) was stirred and heated at reflux for 2 hours and then it was evaporated to dryness. The residue was extracted 3 times with boiling petroleum ether (b.p. 80°-100° C.), the extracts were filtered while hot and the filtrate was then cooled to 0° C. The resulting yellow solid was filtered off, to give 1,1-bis(ethoxycarbonyl)-2-(2,3-dimethyl-3H-imidazo-[4,5-b... The reactants are [Cl-].[NH4+] (ammonium chloride), C(C)(=O)OCC (ethyl acetate), compound, C(CCC)[Li] (n-butyllithium), C1CCOC1 (THF), C(=O)N1CCOCC1 (N-formylmorpholine). Reaction conditions: temperature -70 celsius, time 30 minute. Yields the product C(C)OC1=CC(=CC=2COCOC21)C=O (8-ethoxy-4H-benzo[1,3]dioxine-6-carbaldehyde). As a reaction SMILES: [CH2:1]([Li])[CH2:2][CH2:3][CH3:4].C(N1[CH2:13][CH2:12][O:11][CH2:10][CH2:9]1)=O.[Cl-].[NH4+].[C:16]([O:19][CH2:20]C)(=[O:18])C.C1C[O:25][CH2:24]C1>>[CH2:12]([O:11][C:10]1[C:9]2[O:18][CH2:16][O:19][CH2:20][C:1]=2[CH:2]=[C:3]([CH:24]=[O:25])[CH:4]=1)[CH3:13] |f:2.3|. Reported procedure: To a solution of 1.62 g of this compound in 30 ml of THF there was added dropwise 2.8 ml of n-butyllithium (2.62 M, hexane solution) at −70° C. under a nitrogen atmosphere. After stirring at −70° C. for 30 minutes, 1 ml of N-formylmorpholine was added and the temperature was raised from −70° C. to 0° C. over a period of 30 minutes. Saturated aqueous ammonium chloride was added to the reaction mixture, and extraction was performed with ethyl acetate. The organic layer was dried over anhydrous mag... The reactants are ClC1=CC=C(/C(/NO)=N/[H])C=C1 ((Z)-4-chloro-N-hydroxybenzimidamide), O=C1N(CCCC1(C1=CC=CC=C1)C1=CC=CC=C1)CC(=O)O (2-(2-oxo-3,3-diphenylpiperidin-1-yl)acetic acid), Cl.C(C)N=C=NCCCN(C)C (N1-((ethylimino)methylene)-N3,N3-dimethylpropane-1,3-diamine hydrochloride). Run in ClC(C)Cl (dichloroethane). Conditions: temperature 85 celsius, time 8 hour. The product is ClC1=CC=C(C=C1)C1=NOC(=N1)CN1C(C(CCC1)(C1=CC=CC=C1)C1=CC=CC=C1)=O (1-{[3-(4-chlorophenyl)-1,2,4-oxadiazol-5-yl]methyl}-3,3-diphenylpiperidin-2-one). As a reaction SMILES: [Cl:1][C:2]1[CH:12]=[CH:11][C:5](/[C:6](=[N:9]/[H])/[NH:7][OH:8])=[CH:4][CH:3]=1.[O:13]=[C:14]1[C:19]([C:26]2[CH:31]=[CH:30][CH:29]=[CH:28][CH:27]=2)([C:20]2[CH:25]=[CH:24][CH:23]=[CH:22][CH:21]=2)[CH2:18][CH2:17][CH2:16][N:15]1[CH2:32][C:33](O)=O.Cl.C(N=C=NCCCN(C)C)C>ClC(Cl)C>[Cl:1][C:2]1[CH:12]=[CH:11][C:5]([C:6]2[N:9]=[C:33]([CH2:32][N:15]3[CH2:16][CH2:17][CH2:18][C:19]([C:26]4[CH:31]=[CH:30][CH:29]=[CH:28][CH:27]=4)([C:20]4[CH:25]=[CH:24][CH:23]=[CH:22][CH:21]=4)[C:14]3=[O:13])[O:8][N:7]=2)=[CH:4][CH:3]=1 |f:2.3|. Procedure: A solution of (Z)-4-chloro-N-hydroxybenzimidamide (0.121 g, 0.711 mmol), 2-(2-oxo-3,3-diphenylpiperidin-1-yl)acetic acid (0.200 g, 0.646 mmol; Example 68E) and N1-((ethylimino)methylene)-N3,N3-dimethylpropane-1,3-diamine hydrochloride (0.161 g, 0.840 mmol) were stirred together in dichloroethane (0.5 mL) at room temperature for 2 hours. The reaction was then heated to 85° C. and stirred overnight. The reaction was cooled, loaded onto a SF15-12 column (Analogix®) and the product eluted using a gr... Starting materials: Nc1ccc(Br)cc1, CC(=O)O, [Cl-], [Cl-], O=C(Cl)c1ccc(F)cc1, O, O=S(=O)(O)O, [Zn+2]. Product: Nc1ccc(Br)cc1C(=O)c1ccc(F)cc1. As a reaction SMILES: [Br:11][c:12]1[cH:13][cH:14][c:15]([NH2:16])[cH:17][cH:18]1.[CH3:24][C:25](=[O:26])[OH:27].[Cl-:28].[Cl-:30].[F:1][c:2]1[cH:3][cH:4][c:5]([C:6](=[O:7])[Cl:8])[cH:9][cH:10]1.[OH2:31].[S:19](=[O:20])(=[O:21])([OH:22])[OH:23].[Zn+2:29]>>[F:1][c:2]1[cH:3][cH:4][c:5]([C:6](=[O:7])[c:14]2[cH:13][c:12]([Br:11])[cH:18][cH:17][c:15]2[NH2:16])[cH:9][cH:10]1. The reactants are O.C1(=CC=C(C=C1)S(=O)(=O)O)C (p-toluenesulfonic acid monohydrate), O.CC(=O)C (water acetone). Solvent: hexanes, C(C)OCC (diethylether). Conditions: time 1 hour. Yields the product C1(=CC=CC2=CC=CC=C12)OC/C=C(/C=O)\C ((E)-4(1-Naphthyloxy)-2-methyl-2-buten-1-al). As a reaction SMILES: [OH2:1].[C:2]1([CH3:12])[CH:7]=[CH:6][C:5](S(O)(=O)=O)=[CH:4][CH:3]=1.O.[CH3:14][C:15]([CH3:17])=[O:16]>C(OCC)C>[C:15]1([O:16][CH2:4]/[CH:3]=[C:2](\[CH3:12])/[CH:7]=[O:1])[C:17]2[C:7](=[CH:6][CH:5]=[CH:4][CH:3]=2)[CH:2]=[CH:12][CH:14]=1 |f:0.1,2.3|. Procedure: A mixture of 11.5 g (E)-4-(bromo-1,1-diethoxy)-2-methyl-2-butene, 13.8 g potassium carbonate and 7.20 g 1-naphthol in 50 ml sieve dried dimethyl formamide is stirred at room temperature under nitrogen for about 64 hours. The reaction mixture is poured into 300 ml distilled water and the mixture stirred for about 30 minutes before being extracted with two 200 ml portions of diethylether. The ether extracts are combined and washed with 200 ml of a 10% aqueous potassium carbonate solution and with ... Starting materials: [H-].[Na+] (sodium hydride), O (water), C(C1=CC=CC=C1)Br (benzyl bromide), ketone. The solvent is C(C)OCC (diethyl ether). Conditions: temperature 0 celsius, time 20 minute. Yields the product C[C@@H](COCC1=CC=CC=C1)CC=C ([2R]-Benzyl 2-methyl-4-penten-1-yl ether). Isolated yield 89.0%. RXN SMILES: [H-].[Na+].[CH2:3](Br)[C:4]1[CH:9]=[CH:8][CH:7]=[CH:6][CH:5]=1.[OH2:11]>C(OCC)C>[CH3:3][C@H:4]([CH2:5][CH:6]=[CH2:7])[CH2:9][O:11][CH2:3][C:4]1[CH:9]=[CH:8][CH:7]=[CH:6][CH:5]=1 |f:0.1|. Reported procedure: A 250-mL round-bottomed flask, equipped with a magnetic stirring bar and a thermometer was fitted with a septum and a nitrogen inlet. The apparatus was charged with 1.60 g (40.0 mmol) of a 60% dispersion of sodium hydride in mineral oil. The sodium hydride was washed with 3×20 mL of dry hexane and then suspended in 40 mL of dry N,N-dimethylformamide and cooled to 0° C. To the stirred suspension was added 4.32 mL (6.21 g, 36.3 mmol) of benzyl bromide followed by dropwise addition of 3.47 g (34.6 ... As a reaction SMILES: [CH3:17][N:18]([C:19]([OH:20])=[O:21])[CH3:22].[CH3:1][N:2]([c:3]1[n:4][nH:5][c:6]2[cH:7][c:8]([Cl:12])[cH:9][cH:10][c:11]12)[CH3:13].[CH3:23][c:24]1[cH:25][cH:26][cH:27][cH:28][cH:29]1.[Cl-:16].[NH2-:15].[Na:14]>>[CH3:1][N:2]([c:3]1[n:4][n:5]([C:19]([N:18]([CH3:17])[CH3:22])=[O:20])[c:6]2[cH:7][c:8]([Cl:12])[cH:9][cH:10][c:11]12)[CH3:13]. Reactants: CN(C)C(=O)O, CN(C)c1n[nH]c2cc(Cl)ccc12, Cc1ccccc1, [Cl-], [NH2-], [Na]. Yields the product CN(C)C(=O)n1nc(N(C)C)c2ccc(Cl)cc21.